Dataset: the Open Reaction Database (ORD), a public repository of structured organic reaction records. Task: describe an organic reaction: reactants, conditions, products, and yield Starting materials: FC(C=1C=C(CN(C=2N=NN(N2)C)CC2=C(C=CC(=C2)C(F)(F)F)C(OCC)C2CCC2)C=C(C1)C(F)(F)F)(F)F ((3,5-bis-trifluoromethyl-benzyl)-[2-(cyclobutyl-ethoxy-methyl)-5-trifluoromethyl-benzyl]-(2-methyl-2H-tetrazol-5-yl)amine), FC(C=1C=C(CN(C=2N=NN(N2)C)CC2=C(C=O)C=CC(=C2)C(F)(F)F)C=C(C1)C(F)(F)F)(F)F (2-{[(3,5-bis-trifluoromethyl-benzyl)-(2-methyl-2H-tetrazol-5-yl)-amino]-methyl}-4-trifluoromethyl-benzaldehyde), C(C)(C)(C)[Mg]Cl (tert-butylmagnesium chloride), CI (methyl iodide). The product is COC(C(C)(C)C)C1=C(CN(C=2N=NN(N2)C)CC2=CC(=CC(=C2)C(F)(F)F)C(F)(F)F)C=C(C=C1)C(F)(F)F (N-(2-(1-methoxy-2,2-dimethylpropyl)-5-(trifluoromethyl)benzyl)-N-(3,5-bis(trifluoromethyl)benzyl)-2-methyl-2H-tetrazol-5-amine). As a reaction SMILES: [F:1][C:2]([F:41])([F:40])[C:3]1[CH:4]=[C:5]([CH:33]=[C:34]([C:36]([F:39])([F:38])[F:37])[CH:35]=1)[CH2:6][N:7]([CH2:14][C:15]1[CH:20]=[C:19]([C:21]([F:24])([F:23])[F:22])[CH:18]=[CH:17][C:16]=1[CH:25]([CH:29]1[CH2:32]C[CH2:30]1)[O:26][CH2:27]C)[C:8]1[N:9]=[N:10][N:11]([CH3:13])[N:12]=1.F[C:43](F)(F)C1C=C(C=C(C(F)(F)F)C=1)CN(CC1C=C(C(F)(F)F)C=CC=1C=O)C1N=NN(C)N=1.C([Mg]Cl)(C)(C)C.CI>>[CH3:27][O:26][CH:25]([C:16]1[CH:17]=[CH:18][C:19]([C:21]([F:24])([F:23])[F:22])=[CH:20][C:15]=1[CH2:14][N:7]([CH2:6][C:5]1[CH:33]=[C:34]([C:36]([F:38])([F:39])[F:37])[CH:35]=[C:3]([C:2]([F:41])([F:40])[F:1])[CH:4]=1)[C:8]1[N:9]=[N:10][N:11]([CH3:13])[N:12]=1)[C:29]([CH3:43])([CH3:32])[CH3:30]. Procedure: The title compound was prepared in an analogous manner to that described for the preparation of (3,5-bis-trifluoromethyl-benzyl)-[2-(cyclobutyl-ethoxy-methyl)-5-trifluoromethyl-benzyl]-(2-methyl-2H-tetrazol-5-yl)amine from 2-{[(3,5-bis-trifluoromethyl-benzyl)-(2-methyl-2H-tetrazol-5-yl)-amino]-methyl}-4-trifluoromethyl-benzaldehyde by the addition of tert-butylmagnesium chloride followed by O-methylation with methyl iodide. Reactants: FC1=C(C(=CC=C1)N1CCNCC1)C(C)=O (1-(2-fluoro-6-piperazin-1-yl-phenyl)-ethanone), O=C1C=CC=2C=CC(=NC2N1)OCCCC=O (4-(7-oxo-7,8-dihydro-[1,8]naphthyridin-2-yloxy)-butyraldehyde). Yields the product C(C)(=O)C1=C(C=CC=C1F)N1CCN(CC1)CCCCOC1=CC=C2C=CC(NC2=N1)=O (7-{4-[4-(2-Acetyl-3-fluoro-phenyl)-piperazin-1-yl]-butoxy}-1H-[1,8]naphthyridin-2-one). As a reaction SMILES: [F:1][C:2]1[CH:7]=[CH:6][CH:5]=[C:4]([N:8]2[CH2:13][CH2:12][NH:11][CH2:10][CH2:9]2)[C:3]=1[C:14](=[O:16])[CH3:15].[O:17]=[C:18]1[NH:27][C:26]2[N:25]=[C:24]([O:28][CH2:29][CH2:30][CH2:31][CH:32]=O)[CH:23]=[CH:22][C:21]=2[CH:20]=[CH:19]1>>[C:14]([C:3]1[C:2]([F:1])=[CH:7][CH:6]=[CH:5][C:4]=1[N:8]1[CH2:13][CH2:12][N:11]([CH2:32][CH2:31][CH2:30][CH2:29][O:28][C:24]2[N:25]=[C:26]3[C:21]([CH:20]=[CH:19][C:18](=[O:17])[NH:27]3)=[CH:22][CH:23]=2)[CH2:10][CH2:9]1)(=[O:16])[CH3:15]. Procedure details: In a manner similar to that of other examples above, 1-(2-fluoro-6-piperazin-1-yl-phenyl)-ethanone was coupled by reductive amination to 4-(7-oxo-7,8-dihydro-[1,8]naphthyridin-2-yloxy)-butyraldehyde followed by typical workup and purification to give the title compound. MS: APCI: M+1: 439.2 (Exact Mass: 438.21). Starting materials: C1(CCC1)N1CCC(=C(CC1)O[Si](C)(C)C)O[Si](C)(C)C (1-cyclobutyl-2,3,6,7-tetrahydro-4,5-bis(trimethylsilyloxy)-azepine), Cl.Cl.NCC(=N)N (α-amino-acetamidine dihydrochloride). Product: Cl.Cl.NC=1C=NC2=C(CCN(CC2)C2CCC2)N1 (2-Amino-7-cyclobutyl-6,7,8,9-tetrahydro-5H-pyrazino[2,3-d]azepine dihydrochloride). Reaction SMILES: [CH:1]1([N:5]2[CH2:11][CH2:10][C:9](O[Si](C)(C)C)=[C:8](O[Si](C)(C)C)[CH2:7][CH2:6]2)[CH2:4][CH2:3][CH2:2]1.[ClH:22].Cl.[NH2:24][CH2:25][C:26]([NH2:28])=[NH:27]>>[ClH:22].[ClH:22].[NH2:28][C:26]1[CH:25]=[N:24][C:9]2[CH2:10][CH2:11][N:5]([CH:1]3[CH2:4][CH2:3][CH2:2]3)[CH2:6][CH2:7][C:8]=2[N:27]=1 |f:1.2.3,4.5.6|. Procedure: This compound was prepared analogous to Example 22 from 1-cyclobutyl-2,3,6,7-tetrahydro-4,5-bis(trimethylsilyloxy)-azepine and α-amino-acetamidine dihydrochloride. The reactants are COC1=C(C(=O)N2CC(CC2)(CCOS(=O)(=O)C)C2=CC=CC=C2)C=CC(=C1OC)OC (1-(2,3,4-trimethoxybenzoyl)-3-phenyl-3-(2-methanesulfonyloxyethyl)pyrrolidine), I.N1C(=NC2=C1C=CC=C2)NC2CCNCC2 ((1H-benzimidazol-2-yl)(piperidin-4-yl)amine hydriodic acid salt). Product: COC1=C(C(=O)N2CC(CC2)(C2=CC=CC=C2)CCN2CCC(CC2)NC2=NC3=C(N2)C=CC=C3)C=CC(=C1OC)OC (1-(2,3,4-trimethoxybenzoyl)-3-(2-(4-(1H-benzimidazol-2-yl-amino)piperidin-1-yl)ethyl)-3-phenylpyrrolidine). As a reaction SMILES: [CH3:1][O:2][C:3]1[C:28]([O:29][CH3:30])=[C:27]([O:31][CH3:32])[CH:26]=[CH:25][C:4]=1[C:5]([N:7]1[CH2:11][CH2:10][C:9]([C:19]2[CH:24]=[CH:23][CH:22]=[CH:21][CH:20]=2)([CH2:12][CH2:13]OS(C)(=O)=O)[CH2:8]1)=[O:6].I.[NH:34]1[C:38]2[CH:39]=[CH:40][CH:41]=[CH:42][C:37]=2[N:36]=[C:35]1[NH:43][CH:44]1[CH2:49][CH2:48][NH:47][CH2:46][CH2:45]1>>[CH3:1][O:2][C:3]1[C:28]([O:29][CH3:30])=[C:27]([O:31][CH3:32])[CH:26]=[CH:25][C:4]=1[C:5]([N:7]1[CH2:11][CH2:10][C:9]([CH2:12][CH2:13][N:47]2[CH2:46][CH2:45][CH:44]([NH:43][C:35]3[NH:34][C:38]4[CH:39]=[CH:40][CH:41]=[CH:42][C:37]=4[N:36]=3)[CH2:49][CH2:48]2)([C:19]2[CH:24]=[CH:23][CH:22]=[CH:21][CH:20]=2)[CH2:8]1)=[O:6] |f:1.2|. Reported procedure: Prepare by the method of Example 4.1 using 1-(2,3,4-trimethoxybenzoyl)-3-phenyl-3-(2-methanesulfonyloxyethyl)pyrrolidine (1.1 g, 2.3 mmol) and (1H-benzimidazol-2-yl)(piperidin-4-yl)amine hydriodic acid salt (1.21 g, 2.6 mmol). Purify by chromatography on silica gel eluting 28% methanol/ethyl acetate containing 20 mL concentrated aqueous ammonia solution/3L to give the title compound: mp; 112-119° C.